From a dataset of the Open Reaction Database (ORD), a public repository of structured organic reaction records. describe an organic reaction: reactants, conditions, products, and yield The reactants are C[Si](C)(C)C[Mg]Cl (effective_coupling_partner), CN(C)C(=O)Oc1ccccc1c2ccccc2 (substrate). Conditions: temperature 25 celsius, time 16 hour. The product is C[Si](C)(C)Cc1ccccc1c2ccccc2. Starting materials: C(C)(=O)C1=NC(=CC=C1)C(C)=O (2,6-diacetylpyridine), ClC1=C(N)C(=CC(=C1)C)C (2-chloro-4,6-dimethylaniline), ClC1=C(N)C(=CC(=C1)C)C (2-chloro-4,6-dimethylaniline). The solvent is C1CCOC1 (THF). Reaction conditions: temperature 22 celsius. The product is ClC1=C(C(=CC(=C1)C)C)N=C(C)C1=NC(=CC=C1)C(C)=NC1=C(C=C(C=C1C)C)Cl (2,6-bis[1-(2-chloro-4,6-dimethylphenylimino)ethyl]pyridine). Isolated yield 74.7%. Reaction SMILES: [C:1]([C:4]1[CH:9]=[CH:8][CH:7]=[C:6]([C:10](=O)[CH3:11])[N:5]=1)(=O)[CH3:2].[Cl:13][C:14]1[CH:20]=[C:19]([CH3:21])[CH:18]=[C:17]([CH3:22])[C:15]=1[NH2:16]>C1COCC1>[Cl:13][C:14]1[CH:20]=[C:19]([CH3:21])[CH:18]=[C:17]([CH3:22])[C:15]=1[N:16]=[C:1]([C:4]1[CH:9]=[CH:8][CH:7]=[C:6]([C:10](=[N:16][C:15]2[C:17]([CH3:22])=[CH:18][C:19]([CH3:21])=[CH:20][C:14]=2[Cl:13])[CH3:11])[N:5]=1)[CH3:2]. Reported procedure: To a solution of 2,6-diacetylpyridine (35 g, 0.21 mol) in THF (1.21) was added 2-chloro-4,6-dimethylaniline (76.7 g, 2.3 eq) and Sicapent (45 g). The reaction mixture was refluxed overnight. Then additional 2-chloro-4,6-dimethylaniline (25 g, 0.7 eq) and Sicapent (25 g) were added and once again refluxed overnight. The suspension was cooled to 22° C., filtered and washed with two times THF (75 ml). The mother liquor was concentrated (90%) and methanol was added to precipitate the product, which ... Reactants: CC(=O)OC(C)=O, CO, COc1cc(CO)ccc1N. Yields the product COc1cc(CO)ccc1NC(C)=O. Reaction SMILES: [CH3:12][C:13](=[O:14])[O:15][C:16](=[O:17])[CH3:18].[CH3:19][OH:20].[NH2:1][c:2]1[c:3]([O:10][CH3:11])[cH:4][c:5]([CH2:6][OH:7])[cH:8][cH:9]1>>[NH:1]([c:2]1[c:3]([O:10][CH3:11])[cH:4][c:5]([CH2:6][OH:7])[cH:8][cH:9]1)[C:13]([CH3:12])=[O:14]. Reactants: FC1=C(C=CC(=C1)F)C=1C(NC(=CN1)C(F)(F)F)=O (3-(2,4-difluorophenyl)-6-trifluoromethyl-2-oxo-1,2-dihydropyrazine), FC1=C(C=CC(=C1)F)C=1C(NC(=CN1)C(F)(F)F)=O (3-(2,4-difluorophenyl)-6-trifluoromethyl-2-oxo-1,2-dihydropyrazine), C([O-])([O-])=O.[K+].[K+] (potassium carbonate), CI (methyl iodide). Solvent: CC(=O)C (acetone). Run at time 15 hour. The product is FC1=C(C=CC(=C1)F)C=1C(=NC(=CN1)C(F)(F)F)OC (3-(2,4-difluorophenyl)-2-methoxy-6-trifluoromethylpyrazine). Isolated yield 65.8%. As a reaction SMILES: [F:1][C:2]1[CH:7]=[C:6]([F:8])[CH:5]=[CH:4][C:3]=1[C:9]1[C:10](=[O:19])[NH:11][C:12]([C:15]([F:18])([F:17])[F:16])=[CH:13][N:14]=1.[C:20](=O)([O-])[O-].[K+].[K+].CI>CC(C)=O>[F:1][C:2]1[CH:7]=[C:6]([F:8])[CH:5]=[CH:4][C:3]=1[C:9]1[C:10]([O:19][CH3:20])=[N:11][C:12]([C:15]([F:16])([F:18])[F:17])=[CH:13][N:14]=1 |f:1.2.3|. Procedure: First, 23.3 g of 3-(2,4-difluorophenyl)-6-trifluoromethyl-2-oxo-1,2-dihydropyrazine (compound 1-1004) was dissolved in 150 ml of acetone, to which 17.5 g of potassium carbonate and 14.3 g of methyl iodide were added, and the mixture was stirred at room temperature for 15 hours. After completion of the reaction, most of the acetone was distilled out under reduced pressure, and the residue was poured into water, followed by extraction with ethyl acetate. The organic layer was washed with saturated... Starting materials: CC#N, O=C(Cl)Oc1ccc([N+](=O)[O-])cc1, Cl, NC1C2CC3CC(C2)CC1C3, [Na+], O=C([O-])O. Product: O=C(NC1C2CC3CC(C2)CC1C3)Oc1ccc([N+](=O)[O-])cc1. RXN SMILES: [CH3:31][C:32]#[N:33].[Cl:18][C:19](=[O:20])[O:21][c:22]1[cH:23][cH:24][c:25]([N+:28](=[O:29])[O-:30])[cH:26][cH:27]1.[ClH:12].[NH2:1][CH:2]1[CH:3]2[CH2:4][CH:5]3[CH2:6][CH:7]([CH2:8][CH:9]1[CH2:10]3)[CH2:11]2.[Na+:17].[O-:13][C:14]([OH:15])=[O:16]>>[NH:1]([CH:2]1[CH:3]2[CH2:4][CH:5]3[CH2:6][CH:7]([CH2:8][CH:9]1[CH2:10]3)[CH2:11]2)[C:19](=[O:20])[O:21][c:22]1[cH:23][cH:24][c:25]([N+:28](=[O:29])[O-:30])[cH:26][cH:27]1. Starting materials: CS(=O)(=O)OCC1CCCN(C2=C1C=CC=C2)C(C2=CC=C(C=C2)NC(C2=C(C=CC=C2)C)=O)=O (5-methanesulfonyloxymethyl-1-[4-(2-methylbenzoylamino)benzoyl]-2,3,4,5-tetrahydro-1H-benzazepine), solution, CN (methylamine). Solvent: CO (methanol). Reaction conditions: temperature 100 celsius. The product is CNCC1CCCN(C2=C1C=CC=C2)C(C2=CC=C(C=C2)NC(C2=C(C=CC=C2)C)=O)=O (5-methylaminomethyl-1-[4-(2-methylbenzoylamino)benzoyl]-2,3,4,5-tetrahydro-1H-benzazepine). RXN SMILES: CS(O[CH2:6][CH:7]1[C:13]2[CH:14]=[CH:15][CH:16]=[CH:17][C:12]=2[N:11]([C:18](=[O:35])[C:19]2[CH:24]=[CH:23][C:22]([NH:25][C:26](=[O:34])[C:27]3[CH:32]=[CH:31][CH:30]=[CH:29][C:28]=3[CH3:33])=[CH:21][CH:20]=2)[CH2:10][CH2:9][CH2:8]1)(=O)=O.[CH3:36][NH2:37]>CO>[CH3:36][NH:37][CH2:6][CH:7]1[C:13]2[CH:14]=[CH:15][CH:16]=[CH:17][C:12]=2[N:11]([C:18](=[O:35])[C:19]2[CH:24]=[CH:23][C:22]([NH:25][C:26](=[O:34])[C:27]3[CH:32]=[CH:31][CH:30]=[CH:29][C:28]=3[CH3:33])=[CH:21][CH:20]=2)[CH2:10][CH2:9][CH2:8]1. Procedure details: To 5-methanesulfonyloxymethyl-1-[4-(2-methylbenzoylamino)benzoyl]-2,3,4,5-tetrahydro-1H-benzazepine (0.50 g) is added a 30% solution of methylamine in methanol (50 ml), and the mixture is heated at 100° C. for 3 hours in a sealed tube. After cooling, the reaction solution is evaporated under reduced pressure, and the resulting residue is purified by silica gel column chromatography (eluent; dichloromethane:methanol:aqueous ammonia=100:10:1) to give 5-methylaminomethyl-1-[4-(2-methylbenzoylamino)...